From a dataset of the Open Reaction Database (ORD), a public repository of structured organic reaction records. describe an organic reaction: reactants, conditions, products, and yield Starting materials: CCC1Oc2cc(C(=O)OC)ccc2N(CC)C1=O, Cl. Yields the product CCC1Oc2cc(C(=O)O)ccc2N(CC)C1=O. Reaction SMILES: [CH2:1]([CH3:2])[CH:3]1[O:4][c:5]2[c:6]([cH:12][cH:13][c:14]([C:16](=[O:17])[O:18][CH3:19])[cH:15]2)[N:7]([CH2:10][CH3:11])[C:8]1=[O:9].[ClH:20]>>[CH2:1]([CH3:2])[CH:3]1[O:4][c:5]2[c:6]([cH:12][cH:13][c:14]([C:16](=[O:17])[OH:18])[cH:15]2)[N:7]([CH2:10][CH3:11])[C:8]1=[O:9]. The reactants are C1(CCCCC1)NC1CCCCC1 (Dicyclohexylamine), BrC1=C(C(=NO1)C(=O)OCC)C (ethyl 5-bromo-4-methylisoxazole-3-carboxylate), BrC1=C(C(=NO1)C(=O)OCC)C (ethyl 5-bromo-4-methylisoxazole-3-carboxylate), CC(C#C)(C)C (3,3-dimethylbut-1-yne). The reagents and catalysts are [Cu]I (CuI), Cl[Pd]([P](C1=CC=CC=C1)(C2=CC=CC=C2)C3=CC=CC=C3)([P](C4=CC=CC=C4)(C5=CC=CC=C5)C6=CC=CC=C6)Cl (PdCl2(PPh3)2). The solvent is C(C)#N (acetonitrile). Run at temperature 100 celsius, time 45 minute. Product: CC(C#CC1=C(C(=NO1)C(=O)OCC)C)(C)C (Ethyl 5-(3,3-dimethylbut-1-yn-1-yl)-4-methylisoxazole-3-carboxylate). As a reaction SMILES: Br[C:2]1[O:6][N:5]=[C:4]([C:7]([O:9][CH2:10][CH3:11])=[O:8])[C:3]=1[CH3:12].[CH3:13][C:14]([CH3:18])([CH3:17])[C:15]#[CH:16].C1(NC2CCCCC2)CCCCC1>C(#N)C.[Cu]I.Cl[Pd](Cl)([P](C1C=CC=CC=1)(C1C=CC=CC=1)C1C=CC=CC=1)[P](C1C=CC=CC=1)(C1C=CC=CC=1)C1C=CC=CC=1>[CH3:13][C:14]([CH3:18])([CH3:17])[C:15]#[C:16][C:2]1[O:6][N:5]=[C:4]([C:7]([O:9][CH2:10][CH3:11])=[O:8])[C:3]=1[CH3:12] |^1:39,58|. Procedure: Ethyl 5-bromo-4-methylisoxazole-3-carboxylate (Intermediate A) (100 mg, 0.427 mmol) and 3,3-dimethylbut-1-yne (0.058 mL, 0.470 mmol) in acetonitrile (3 mL) were degassed thoroughly refilling with nitrogen. Dicyclohexylamine (0.085 mL, 0.427 mmol), CuI (2.85 mg, 0.015 mmol) and PdCl2(PPh3)2 (7.50 mg, 10.68 mmol) were added. The mixture was stirred in the microwave at 100° C. for 45 mins. The resulting mixture was adsorbed onto silica and purification by chromatography eluting with 0-10% EtOAc in ... The reactants are O=c1cc(O)ccn1C1CC1, ClCCl, O=S(=O)(OS(=O)(=O)C(F)(F)F)C(F)(F)F. The product is O=c1cc(OS(=O)(=O)C(F)(F)F)ccn1C1CC1. RXN SMILES: [CH:16]1([n:19]2[c:20](=[O:26])[cH:21][c:22]([OH:25])[cH:23][cH:24]2)[CH2:17][CH2:18]1.[Cl:27][CH2:28][Cl:29].[F:1][C:2]([F:3])([F:4])[S:5](=[O:6])(=[O:7])[O:8][S:9]([C:10]([F:11])([F:12])[F:13])(=[O:14])=[O:15]>>[F:1][C:2]([F:3])([F:4])[S:5](=[O:6])(=[O:7])[O:8][c:22]1[cH:21][c:20](=[O:26])[n:19]([CH:16]2[CH2:17][CH2:18]2)[cH:24][cH:23]1. Product: ClC1=CC=C(S1)C(C(=O)O)=O ((5-chlorothiophen-2-yl)-oxo-acetic acid). Procedure: (5-Chlorothiophen-2-yl)-oxo-acetic acid ethyl ester (8.62 g, 39.4 mmol) was dissolved in a mixture of 100 ml water and 100 ml methanol, then treated with 10 N NaOH (5.9 ml, 59 mmol) at room temperature for 20 hours. The reaction was then poured into 200 ml 3N HCl, and extracted with ethyl acetate (2×100 ml). The combined ethyl acetate extracts were dried over Na2SO4 and concentrated under vacuum to provide Preparation 1b (6.89 g, 92%). The product was then recrystallized from hexane/ether. MS (M... Solvent: O (water), CO (methanol). Reactants: C(C)OC(C(=O)C=1SC(=CC1)Cl)=O ((5-Chlorothiophen-2-yl)-oxo-acetic acid ethyl ester), 1b, [OH-].[Na+] (NaOH), Cl (HCl). As a reaction SMILES: C([O:3][C:4](=[O:13])[C:5]([C:7]1[S:8][C:9]([Cl:12])=[CH:10][CH:11]=1)=[O:6])C.[OH-].[Na+].Cl>O.CO>[Cl:12][C:9]1[S:8][C:7]([C:5](=[O:6])[C:4]([OH:13])=[O:3])=[CH:11][CH:10]=1 |f:1.2|. The reactants are CO, CNS(=O)(=O)CCCCN=[N+]=[N-]. Yields the product CNS(=O)(=O)CCCCN. Reaction SMILES: [CH3:13][OH:14].[N:1](=[N+:2]=[N-:3])[CH2:4][CH2:5][CH2:6][CH2:7][S:8](=[O:9])(=[O:10])[NH:11][CH3:12]>>[NH2:1][CH2:4][CH2:5][CH2:6][CH2:7][S:8](=[O:9])(=[O:10])[NH:11][CH3:12]. Reactants: COc1ccccc1CNC(=O)C(Cc1c[nH]c2ccccc12)NC(=O)OC(C)(C)C, COc1ccccc1, O, O=C(O)C(F)(F)F. The product is COc1ccccc1CNC(=O)C(N)Cc1c[nH]c2ccccc12. RXN SMILES: [C:1]([O:2][C:3](=[O:4])[NH:8][CH:9]([C:10](=[O:11])[NH:12][CH2:13][c:14]1[c:15]([O:20][CH3:21])[cH:16][cH:17][cH:18][cH:19]1)[CH2:22][c:23]1[cH:24][nH:25][c:26]2[cH:27][cH:28][cH:29][cH:30][c:31]12)([CH3:5])([CH3:6])[CH3:7].[CH3:32][O:33][c:34]1[cH:35][cH:36][cH:37][cH:38][cH:39]1.[OH2:47].[OH:40][C:41]([C:42]([F:43])([F:44])[F:45])=[O:46]>>[NH2:8][CH:9]([C:10](=[O:11])[NH:12][CH2:13][c:14]1[c:15]([O:20][CH3:21])[cH:16][cH:17][cH:18][cH:19]1)[CH2:22][c:23]1[cH:24][nH:25][c:26]2[cH:27][cH:28][cH:29][cH:30][c:31]12. Reactants: ClC(=O)OC(C)Cl (1-chloroethyl chloroformate), resultant solution, ClC1=CC=C(C=C1)C1CN(C1)C(C1=CC=CC=C1)C1=CC=CC=C1 (3-(4-chlorophenyl)-1-(diphenylmethyl)azetidine), CN(C)C1=CC=CC2=C1C(=CC=C2)N(C)C (proton sponge), CO (methanol). Run in ClCCCl (1,2-dichloroethane). The product is hydrochloride salt, ClC1=CC=C(C=C1)C1CNC1 (3-(4-Chlorophenyl)azetidine). Reaction SMILES: [Cl:1][C:2]1[CH:7]=[CH:6][C:5]([CH:8]2[CH2:11][N:10](C(C3C=CC=CC=3)C3C=CC=CC=3)[CH2:9]2)=[CH:4][CH:3]=1.CN(C1C2C(N(C)C)=CC=CC=2C=CC=1)C.ClC(OC(Cl)C)=O.CO>ClCCCl>[Cl:1][C:2]1[CH:3]=[CH:4][C:5]([CH:8]2[CH2:9][NH:10][CH2:11]2)=[CH:6][CH:7]=1. Reported procedure: To a solution of compound 6 (0.36 g, 1.1 mmol) in 1,2-dichloroethane (10 mL) containing proton sponge (0.02 g), cooled in an ice-water bath under an argon atmosphere, was added dropwise 1-chloroethyl chloroformate (0.3 mL, 3.1 mmol). The resultant solution was boiled at reflux for 4 hours, cooled and was concentrated in vacuo. The residue obtained was mixed with methanol (10 mL) and heated under reflux for 2 hours, then cooled and concentrated in vacuo to give the hydrochloride salt of 3-(4-chlo... Starting materials: CN(CCN(C)C)C (tetramethylethylenediamine), C(C)(CC)[Li] (sec-butyllithium), S(=O)=O (sulfur dioxide), S(=O)(=O)(Cl)Cl (sulfuryl chloride), C(C)(CC)C1=C(C(=O)N(CC)CC)C=CC(=C1)OC (2-sec-butyl-4-methoxy-N,N-diethylbenzamide), [OH-].[NH4+] (ammonium hydroxide). Run in C1CCOC1 (THF), C1CCOC1 (THF), C1CCOC1 (THF). Reaction conditions: temperature -10 celsius, time 15 minute. Yields the product NS(=O)(=O)C1=C(C(=O)N(CC)CC)C(=CC(=C1)OC)C(C)CC (2-aminosulfonyl-6-sec-butyl-4-methoxy-N,N-diethylbenzamide). Reaction SMILES: CN(C)CCN(C)C.C([Li])(CC)C.[CH:14]([C:18]1[CH:30]=[C:29]([O:31][CH3:32])[CH:28]=[CH:27][C:19]=1[C:20]([N:22]([CH2:25][CH3:26])[CH2:23][CH3:24])=[O:21])([CH2:16][CH3:17])[CH3:15].[S:33](=[O:35])=[O:34].S(Cl)(Cl)(=O)=O.[OH-].[NH4+:42]>C1COCC1>[NH2:42][S:33]([C:27]1[CH:28]=[C:29]([O:31][CH3:32])[CH:30]=[C:18]([CH:14]([CH2:16][CH3:17])[CH3:15])[C:19]=1[C:20]([N:22]([CH2:25][CH3:26])[CH2:23][CH3:24])=[O:21])(=[O:35])=[O:34] |f:5.6|. Procedure details: To a solution of tetramethylethylenediamine (31 mL) in THF (500 mL) at-78° C. was added sec-butyllithium (170 mL, 1.1M), followed by 2-sec-butyl-4-methoxy-N,N-diethylbenzamide (45 g) in THF (150 mL). The mixture was stirred at -78° for 15 minutes, then at 0° C. for 30 minutes, then sulfur dioxide (50 mL) was condensed into the mixture at -78° C. The mixture was warmed to -10° C., sulfuryl chloride (17 mL) was added and then the mixture was slowly warmed to room temperature and stirred overnight.... Reactants: COC=1C=C2CCCC(C2=CC1)=O (6-methoxy-1-tetralone), [H-].[Na+] (sodium hydride), C(OC)(OC)=O (dimethyl carbonate), C(C)(=O)O (acetic acid), ice water. Solvent: O1CCCC1 (tetrahydrofuran). The product is COC=1C=C2CCC(C(C2=CC1)=O)C(=O)OC (1,2,3,4-Tetrahydro-6-methoxy-1-oxo-2-naphthalenecarboxylic acid, methyl ester). The yield is 95.2%. Reaction SMILES: [H-].[Na+].[C:3](=[O:8])([O:6][CH3:7])OC.[CH3:9][O:10][C:11]1[CH:12]=[C:13]2[C:18](=[CH:19][CH:20]=1)[C:17](=[O:21])[CH2:16][CH2:15][CH2:14]2.C(O)(=O)C>O1CCCC1>[CH3:9][O:10][C:11]1[CH:12]=[C:13]2[C:18](=[CH:19][CH:20]=1)[C:17](=[O:21])[CH:16]([C:3]([O:6][CH3:7])=[O:8])[CH2:15][CH2:14]2 |f:0.1|. Procedure details: A suspension of 24.0 g (0.60 mole) of sodium hydride (60% dispersion in mineral oil) and 49.5 ml (52.9 g; 0.59 mole) of dimethyl carbonate (freshly distilled from sodium hydride) in 240 ml of tetrahydrofuran under a nitrogen atmosphere was stirred and heated to reflux. Reflux was maintained while a solution of 29.7 g (0.17 mole) of 6-methoxy-1-tetralone in 105 ml of tetrahydrofuran was added dropwise over two hours. After addition was complete, the mixture was stirred at reflux for an additional... Starting materials: C(#N)C1=C(C=2N(N=C1)C=C(C2C)C(=O)N)NC2=CC=C(C=C2)OC2=CC=CC=C2 (3-cyano-5-methyl-4-(4-phenoxy-phenylamino)-pyrrolo[1,2-b]pyridazine-6-carboxylic acid amide), COC=1C=CC(=CC1)P2(=S)SP(=S)(S2)C=3C=CC(=CC3)OC (Lawessons Reagent). The solvent is C1(=CC=CC=C1)C (toluene). Conditions: temperature 100 celsius. Yields the product C(#N)C1=C(C=2N(N=C1)C=C(C2C)C(N)=S)NC2=CC=C(C=C2)OC2=CC=CC=C2 (3-Cyano-5-methyl-4-(4-phenoxy-phenylamino)pyrrolo [1,2-b]pyridazine-6-carbothioic Acid Amide). Isolated yield 25.0%. Reaction SMILES: [C:1]([C:3]1[CH:8]=[N:7][N:6]2[CH:9]=[C:10]([C:13]([NH2:15])=O)[C:11]([CH3:12])=[C:5]2[C:4]=1[NH:16][C:17]1[CH:22]=[CH:21][C:20]([O:23][C:24]2[CH:29]=[CH:28][CH:27]=[CH:26][CH:25]=2)=[CH:19][CH:18]=1)#[N:2].COC1C=CC(P2(SP(C3C=CC(OC)=CC=3)(=S)S2)=[S:39])=CC=1>C1(C)C=CC=CC=1>[C:1]([C:3]1[CH:8]=[N:7][N:6]2[CH:9]=[C:10]([C:13](=[S:39])[NH2:15])[C:11]([CH3:12])=[C:5]2[C:4]=1[NH:16][C:17]1[CH:22]=[CH:21][C:20]([O:23][C:24]2[CH:29]=[CH:28][CH:27]=[CH:26][CH:25]=2)=[CH:19][CH:18]=1)#[N:2]. Procedure: A mixture of 3-cyano-5-methyl-4-(4-phenoxy-phenylamino)-pyrrolo[1,2-b]pyridazine-6-carboxylic acid amide (Example 9) (23 mg, 0.06 mmol) and Lawessons Reagent (48.5 mg, 0.12 mmol) in toluene (2 ml) was heated at 100° C. for 5 min. After regular workup, the residue was purified by prep. TLC to give impure 423A (6 mg, 25%) (5% MeOH—CHCl3). It has a retention time of 6.19 min (standard LC1 method, 8 min run). LCMS Found: (M+H)+=400.2